This data is from the Open Reaction Database (ORD), a public repository of structured organic reaction records. The task is: describe an organic reaction: reactants, conditions, products, and yield Starting materials: Cl (HCl), C(C)(C)(C)OC(N(CCN1CC2CN(CC(C1)O2)CC2=CC=C(C=C2)C#N)CC2=CC=CC=C2)=O (benzyl-{2-[7-(4-cyano-benzyl)-9-oxa-3,7-diaza-bicyclo[3.3.1 ]non-3-yl]-ethyl}-carbamic acid tert-butyl ester). Solvent: O1CCOCC1 (dioxane), C(C)OCC (diethylether), O1CCOCC1 (Dioxane). Product: Cl (HCl), C(C1=CC=CC=C1)NCCN1CC2CN(CC(C1)O2)CC2=CC=C(C#N)C=C2 (4-[7-(2-Benzylamino-ethyl)-9-oxa-3,7-diaza-bicyclo[3.3.1]non-3-ylmethyl]-benzonitrile). RXN SMILES: [ClH:1].C(OC(=O)[N:8]([CH2:29][C:30]1[CH:35]=[CH:34][CH:33]=[CH:32][CH:31]=1)[CH2:9][CH2:10][N:11]1[CH2:18][CH:17]2[O:19][CH:13]([CH2:14][N:15]([CH2:20][C:21]3[CH:26]=[CH:25][C:24]([C:27]#[N:28])=[CH:23][CH:22]=3)[CH2:16]2)[CH2:12]1)(C)(C)C>O1CCOCC1.C(OCC)C>[ClH:1].[CH2:29]([NH:8][CH2:9][CH2:10][N:11]1[CH2:12][CH:13]2[O:19][CH:17]([CH2:16][N:15]([CH2:20][C:21]3[CH:22]=[CH:23][C:24]([C:27]#[N:28])=[CH:25][CH:26]=3)[CH2:14]2)[CH2:18]1)[C:30]1[CH:31]=[CH:32][CH:33]=[CH:34][CH:35]=1. Reported procedure: Dioxane saturated with HCl gas (10 ml) was added to a solution of benzyl-{2-[7-(4-cyano-benzyl)-9-oxa-3,7-diaza-bicyclo[3.3.1 ]non-3-yl]-ethyl}-carbamic acid tert-butyl ester (0.65 g, from step (ii) above in 5 ml of dioxane and stirred for 1 h at RT under nitrogen atmosphere. The reaction mixture was diluted with dry diethylether, and the solvent was decanted. Precipitated solid was washed with dry diethylether (4 times) and dried under vacuum to give HCl salt of the sub-title compound (0.5 g) a... Reactants: [Br-], [Mg+]Cc1cccc(Br)c1, O=CC1CCCCC1. The product is OC(Cc1cccc(Br)c1)C1CCCCC1. Reaction SMILES: [Br-:9].[Br:10][c:11]1[cH:12][c:13]([CH2:14][Mg+:15])[cH:16][cH:17][cH:18]1.[CH:1]1([CH:7]=[O:8])[CH2:2][CH2:3][CH2:4][CH2:5][CH2:6]1>>[CH:1]1([CH:7]([OH:8])[CH2:14][c:13]2[cH:12][c:11]([Br:10])[cH:18][cH:17][cH:16]2)[CH2:2][CH2:3][CH2:4][CH2:5][CH2:6]1. The solvent is O (water). As a reaction SMILES: [CH2:1]([OH:10])[C@@H:2]([C@H:4]([C@@H:6]([CH2:8][OH:9])[OH:7])[OH:5])[OH:3].[CH:11](=O)[C:12]1[CH:17]=[CH:16][CH:15]=[CH:14][CH:13]=1.CO.OS(O)(=O)=O>O>[CH:11](=[C:1]([OH:10])[C@@H:2]([C@H:4]([C@@H:6]([CH2:8][OH:9])[OH:7])[OH:5])[OH:3])[C:12]1[CH:17]=[CH:16][CH:15]=[CH:14][CH:13]=1. Reactants: C([C@H](O)[C@@H](O)[C@H](O)CO)O (xylitol), C(C1=CC=CC=C1)=O (benzaldehyde), CO (methanol), OS(=O)(=O)O (H2SO4). Yields the product C(C1=CC=CC=C1)=C([C@H](O)[C@@H](O)[C@H](O)CO)O (benzylidenexylitol). Reported procedure: 90 Parts by weight of xylitol (75 wt% aqueous solution), 42 parts by weight of benzaldehyde, 60 parts by weight of methanol, 6 parts by weight of conc. H2SO4 and 6 parts by weight of water were reacted with refluxing for two hours. After cooling, the solidified product was ground and washed with water and, then, neutralized with 10 wt% sodium hydroxide aqueous solution followed by washing with water and drying to obtain benzylidenexylitol. Reactants: CN1C(N(C2=C1C=CC=C2)CCNC(OC(C)(C)C)=O)=O (tert-butyl (2-(3-methyl-2-oxo-2,3-dihydro-1H-benzo[d]imidazol-1-yl)ethyl)carbamate), C(=O)(C(F)(F)F)O (TFA). The solvent is C(Cl)Cl (DCM). Run at time 2 hour. Yields the product NCCN1C(N(C2=C1C=CC=C2)C)=O (1-(2-Amino-ethyl)-3-methyl-1,3-dihydro-benzoimidazol-2-one). RXN SMILES: [CH3:1][N:2]1[C:6]2[CH:7]=[CH:8][CH:9]=[CH:10][C:5]=2[N:4]([CH2:11][CH2:12][NH:13]C(=O)OC(C)(C)C)[C:3]1=[O:21].C(O)(C(F)(F)F)=O>C(Cl)Cl>[NH2:13][CH2:12][CH2:11][N:4]1[C:5]2[CH:10]=[CH:9][CH:8]=[CH:7][C:6]=2[N:2]([CH3:1])[C:3]1=[O:21]. Procedure details: To a solution of tert-butyl (2-(3-methyl-2-oxo-2,3-dihydro-1H-benzo[d]imidazol-1-yl)ethyl)carbamate (100 mg, 0.345 mmol) in DCM (3 mL) was added TFA (1.5 mL) at 0° C. to 5° C. The resulting reaction mixture was stirred at room temperature for 2 h. The reaction mixture was concentrated to give the crude product, which was used in the next step without further purification (140 mg crude). MS (ESI) m/z 192.1 [M+H]+.